From a dataset of the Open Reaction Database (ORD), a public repository of structured organic reaction records. describe an organic reaction: reactants, conditions, products, and yield Reactants: C(CCC)C12CC3=CC(=CC=C3C2=C(C(C(C1)CC=O)=O)C)OCOC ((2RS,9aSR)-9a-butyl-7-methoxymethoxy-4-methyl-2-(2-oxoethyl)-1,2,9,9a-tetrahydro-3H-fluoren-3-one), Cl (HCl). Run in CCOC(=O)C (EtOAc), CO (methanol). Run at time 30 minute. The product is C(CCC)C12CC3=CC(=CC=C3C2=C(C(C(C1)CC=O)=O)C)O ((2RS,9aSR)-9a-butyl-7-hydroxy-4-methyl-2-(2-oxoethyl)-1,2,9,9a-tetrahydro-3H-fluoren-3-one). Yield: 67.1%. Reaction SMILES: [CH2:1]([C:5]12[CH2:17][CH:16]([CH2:18][CH:19]=[O:20])[C:15](=[O:21])[C:14]([CH3:22])=[C:13]1[C:12]1[C:7](=[CH:8][C:9]([O:23]COC)=[CH:10][CH:11]=1)[CH2:6]2)[CH2:2][CH2:3][CH3:4].Cl>CO.CCOC(C)=O>[CH2:1]([C:5]12[CH2:17][CH:16]([CH2:18][CH:19]=[O:20])[C:15](=[O:21])[C:14]([CH3:22])=[C:13]1[C:12]1[C:7](=[CH:8][C:9]([OH:23])=[CH:10][CH:11]=1)[CH2:6]2)[CH2:2][CH2:3][CH3:4]. Procedure: A solution of (2RS,9aSR)-9a-butyl-7-methoxymethoxy-4-methyl-2-(2-oxoethyl)-1,2,9,9a-tetrahydro-3H-fluoren-3-one (85 mg) in methanol (1 mL) was diluted with 2N HCl (0.36 mL, 0.72 mmol). The resulting mixture was stirred at room temperature for 30 minutes followed by heating in an oil bath at 80° C. for 40 minutes. On cooling to room temperature, crystals formed. The mixture was diluted with EtOAc and washed with 5% NaHCO3 and 1N HCl. The aqueous washes were back-extracted with EtOAc. The combined... The reactants are C(C)(=O)NCC1CN(CCO1)CC1=CC=CC=C1 (2-(N-acetylaminomethyl)-4-benzylmorpholine). Reagents/catalysts: [C].[Pd] (palladium-carbon). The solvent is C(C)O.C(C)(=O)O (ethanol acetic acid). Conditions: temperature 60 celsius, time 22 hour. Yields the product C(C)(=O)NCC1CNCCO1 (2-(N-acetylaminomethyl)morpholine). Isolated yield 122.4%. As a reaction SMILES: [C:1]([NH:4][CH2:5][CH:6]1[O:11][CH2:10][CH2:9][N:8](CC2C=CC=CC=2)[CH2:7]1)(=[O:3])[CH3:2]>C(O)C.C(O)(=O)C.[C].[Pd]>[C:1]([NH:4][CH2:5][CH:6]1[O:11][CH2:10][CH2:9][NH:8][CH2:7]1)(=[O:3])[CH3:2] |f:1.2,3.4|. Procedure: In a solution of 2-(N-acetylaminomethyl)-4-benzylmorpholine (20 g, 80.7 mmol) in ethanol-acetic acid (20/1, 210 ml) was suspended 2.0 g of 10% palladium-carbon and the mixture was stirred at 60° C. under hydrogen stream for 22 hours. The reaction mixture was filtered with Celite, the solvent was distilled off from the filtrate under reduced pressure to give crude 2-(N-acetylaminomethyl)morpholine (15.62 g). Yield=100%. This compound was used for the subsequent reaction without purification. Procedure details: This compound is prepared by an analogous method to hydroxy-bis-(3-methoxy-phenyl)-acetic acid (R)-(1-aza-bicyclo[2.2.2]oct-3-yl)ester (Intermediate K) by replacing hydroxy-bis-(3-methoxy-phenyl)-acetic acid (Intermediate J) with hydroxy-(4-methoxy-phenyl)-phenyl-acetic acid (Intermediate L). Yields the product N12C[C@@H](C(CC1)CC2)OC(C(C2=CC=CC=C2)(C2=CC=C(C=C2)OC)O)=O (Hydroxy-(4-methoxy-phenyl)-phenyl-acetic acid (R)-(1-aza-bicyclo[2.2.2]oct-3-yl)ester). Reactants: OC(C(=O)O)(C1=CC=CC=C1)C1=CC=C(C=C1)OC (hydroxy-(4-methoxy-phenyl)-phenyl-acetic acid), N12C[C@@H](C(CC1)CC2)OC(C(C2=CC(=CC=C2)OC)(C2=CC(=CC=C2)OC)O)=O (hydroxy-bis-(3-methoxy-phenyl)-acetic acid (R)-(1-aza-bicyclo[2.2.2]oct-3-yl)ester), N12C[C@@H](C(CC1)CC2)OC(C(C2=CC(=CC=C2)OC)(C2=CC(=CC=C2)OC)O)=O (hydroxy-bis-(3-methoxy-phenyl)-acetic acid (R)-(1-aza-bicyclo[2.2.2]oct-3-yl)ester), OC(C(=O)O)(C1=CC=CC=C1)C1=CC=C(C=C1)OC (hydroxy-(4-methoxy-phenyl)-phenyl-acetic acid), OC(C(=O)O)(C1=CC(=CC=C1)OC)C1=CC(=CC=C1)OC (hydroxy-bis-(3-methoxy-phenyl)-acetic acid). Reaction SMILES: [N:1]12[CH2:8][CH2:7][CH:4]([CH2:5][CH2:6]1)[C@@H:3](OC(=O)C(O)(C1C=CC=C(OC)C=1)C1C=CC=C(OC)C=1)[CH2:2]2.OC(C1C=CC=C(OC)C=1)(C1C=CC=C(OC)C=1)C(O)=O.[OH:51][C:52]([C:62]1[CH:67]=[CH:66][C:65]([O:68][CH3:69])=[CH:64][CH:63]=1)([C:56]1[CH:61]=[CH:60][CH:59]=[CH:58][CH:57]=1)[C:53]([OH:55])=[O:54]>>[N:1]12[CH2:8][CH2:7][CH:4]([CH2:5][CH2:6]1)[C@@H:3]([O:54][C:53](=[O:55])[C:52]([OH:51])([C:62]1[CH:63]=[CH:64][C:65]([O:68][CH3:69])=[CH:66][CH:67]=1)[C:56]1[CH:57]=[CH:58][CH:59]=[CH:60][CH:61]=1)[CH2:2]2. The reactants are C(C)OC(COC1=C(C=C(C(=C1)OC)Cl)C(C(C)C)O)=O ([4-chloro-2-(1-hydroxy-2-methyl-propyl)-5-methoxy-phenoxy]-acetic acid ethyl ester). The reagents and catalysts are O=[Mn]=O (MnO2). The solvent is C(Cl)Cl (CH2Cl2). Conditions: temperature 37.5 celsius. The product is C(C)OC(COC1=C(C=C(C(=C1)OC)Cl)C(C(C)C)=O)=O ((4-Chloro-2-isobutyryl-5-methoxy-phenoxy)-acetic acid ethyl ester). Isolated yield 57.3%. RXN SMILES: [CH2:1]([O:3][C:4](=[O:21])[CH2:5][O:6][C:7]1[CH:12]=[C:11]([O:13][CH3:14])[C:10]([Cl:15])=[CH:9][C:8]=1[CH:16]([OH:20])[CH:17]([CH3:19])[CH3:18])[CH3:2]>C(Cl)Cl.O=[Mn]=O>[CH2:1]([O:3][C:4](=[O:21])[CH2:5][O:6][C:7]1[CH:12]=[C:11]([O:13][CH3:14])[C:10]([Cl:15])=[CH:9][C:8]=1[C:16](=[O:20])[CH:17]([CH3:18])[CH3:19])[CH3:2]. Reported procedure: The above prepared [4-chloro-2-(1-hydroxy-2-methyl-propyl)-5-methoxy-phenoxy]-acetic acid ethyl ester (1.56 g, 4.92 mmol) was dissolved in 50 mL of CH2Cl2, treated with MnO2 (12.84 g, 30 eq.), and the reaction mixture vigorously stirred over night at 35-40° C. Cooling, filtration over a pad of Celite, copiously rinsing, and evaporation of the solvent, followed by flash chromatography (SiO2, heptane/AcOEt=72/28) and direct crystallization afforded 0.887 g of the title compound as off-white crysta... Starting materials: O=C(Br)CBr, CN(C)c1ccccc1, CC(C)=O, Nc1cc(Cl)ccc1O. Yields the product O=C(CBr)Nc1cc(Cl)ccc1O. As a reaction SMILES: [Br:19][CH2:20][C:21](=[O:22])[Br:23].[CH3:10][N:11]([c:12]1[cH:13][cH:14][cH:15][cH:16][cH:17]1)[CH3:18].[CH3:24][C:25](=[O:26])[CH3:27].[NH2:1][c:2]1[c:3]([OH:9])[cH:4][cH:5][c:6]([Cl:8])[cH:7]1>>[NH:1]([c:2]1[c:3]([OH:9])[cH:4][cH:5][c:6]([Cl:8])[cH:7]1)[C:21]([CH2:20][Br:19])=[O:22]. Reactants: [H-].[Na+] (NaH), CC1=C(C(=CC(=C1)[N+](=O)[O-])C)O (2,6-dimethyl-4-nitrophenol), C(C1=CC=CC=C1)N1C=CC=2N=C(N=C(C21)Cl)Cl (5-benzyl-2,4-dichloro-5H-pyrrolo[3,2-d]pyrimidine). Run in CN1CCCC1=O (NMP), CN1CCCC1=O (NMP), O (water). Reaction conditions: time 30 minute. Yields the product C(C1=CC=CC=C1)N1C=CC=2N=C(N=C(C21)OC2=C(C=C(C=C2C)[N+](=O)[O-])C)Cl (5-benzyl-2-chloro-4-(2,6-dimethyl-4-nitrophenoxy)-5H-pyrrolo[3,2-d]pyrimidine). Isolated yield 94.4%. RXN SMILES: [H-].[Na+].[CH3:3][C:4]1[CH:9]=[C:8]([N+:10]([O-:12])=[O:11])[CH:7]=[C:6]([CH3:13])[C:5]=1[OH:14].[CH2:15]([N:22]1[C:30]2[C:29](Cl)=[N:28][C:27]([Cl:32])=[N:26][C:25]=2[CH:24]=[CH:23]1)[C:16]1[CH:21]=[CH:20][CH:19]=[CH:18][CH:17]=1>CN1C(=O)CCC1.O>[CH2:15]([N:22]1[C:30]2[C:29]([O:14][C:5]3[C:4]([CH3:3])=[CH:9][C:8]([N+:10]([O-:12])=[O:11])=[CH:7][C:6]=3[CH3:13])=[N:28][C:27]([Cl:32])=[N:26][C:25]=2[CH:24]=[CH:23]1)[C:16]1[CH:17]=[CH:18][CH:19]=[CH:20][CH:21]=1 |f:0.1|. Reported procedure: To a stirred solution of NaH (61.9 mg, 2.6 mmol) in dry NMP (4.7 mL) was added 2,6-dimethyl-4-nitrophenol (258.9 mg, 1.55 mmol) and stirred at room temperature for 30 min under argon. The reaction mixture was added to a solution of 5-benzyl-2,4-dichloro-5H-pyrrolo[3,2-d]pyrimidine (431 mg, 1.55 mmol) in dry NMP (4 mL) and heated at 90° C. for 16 h. After completion of the reaction, the resulting mixture was diluted with water and washed with EtOAc. The combined organic layers were washed twice w...